This data is from the Open Reaction Database (ORD), a public repository of structured organic reaction records. The task is: describe an organic reaction: reactants, conditions, products, and yield The reactants are O=Cc1cc(Br)cs1, O=C([O-])O, OCCO, Cc1ccccc1, [Na+], O, Cc1ccc(S(=O)(=O)O)cc1. The product is Brc1csc(C2OCCO2)c1. As a reaction SMILES: [Br:1][c:2]1[cH:3][c:4]([CH:7]=[O:8])[s:5][cH:6]1.[C:25](=[O:26])([OH:27])[O-:28].[CH2:9]([CH2:10][OH:11])[OH:12].[CH3:30][c:31]1[cH:32][cH:33][cH:34][cH:35][cH:36]1.[Na+:29].[OH2:13].[c:14]1([CH3:15])[cH:16][cH:17][c:18]([S:19]([OH:20])(=[O:21])=[O:22])[cH:23][cH:24]1>>[Br:1][c:2]1[cH:3][c:4]([CH:7]2[O:8][CH2:9][CH2:10][O:11]2)[s:5][cH:6]1. Starting materials: P(=O)(Cl)(Cl)Cl (phosphorus oxychloride), C(N)(=O)C=1N=CN2C1SC=C2 (7-carbamoylimidazo[5,1-b]-thiazole), C(O)([O-])=O.[Na+] (sodium hydrogen carbonate). Run in ClCCl (dichloromethane). The product is C(#N)C=1N=CN2C1SC=C2 (7-cyanoimidazo[5,1-b]thiazole). Yield: 97.9%. As a reaction SMILES: [C:1]([C:4]1[N:5]=[CH:6][N:7]2[CH:11]=[CH:10][S:9][C:8]=12)(=O)[NH2:2].P(Cl)(Cl)(Cl)=O.C(=O)([O-])O.[Na+]>ClCCl>[C:1]([C:4]1[N:5]=[CH:6][N:7]2[CH:11]=[CH:10][S:9][C:8]=12)#[N:2] |f:2.3|. Procedure: To a suspension of 997 mg of 7-carbamoylimidazo[5,1-b]-thiazole in 80 ml of dichloromethane were add under ice-cooling 7.28 ml of N,N-diisopopylethylamine and 2.23 ml of phosphorus oxychloride. After the reaction mixture was stirred at the same temperature, it was poured onto ice-water, adjusted pH to 7.5 with aqueous sodium hydrogen carbonate, and extracted three times with dichloromethane. The organic layer was dried over anhydrous magnesium sulfate, and the solvent was removed under reduced p... The reactants are NC1=C2C=C(OC(=O)C2=CC=C1)COCC1=CC=CC=C1 (5-amino-3-benzyloxymethylisocoumarin), C[O-].[Na+] (sodium methylate). Run in CO (methanol). Run at time 20 minute. Yields the product C(C1=CC=CC=C1)OCC=1NC=2C=CC=C(C2C1)C(=O)OC (methyl 2-benzyloxymethylindole-4-carboxylate). Reaction SMILES: [NH2:1][C:2]1[CH:12]=[CH:11][CH:10]=[C:9]2[C:3]=1[CH:4]=[C:5]([CH2:13][O:14][CH2:15][C:16]1[CH:21]=[CH:20][CH:19]=[CH:18][CH:17]=1)[O:6][C:7]2=[O:8].[CH3:22][O-].[Na+]>CO>[CH2:15]([O:14][CH2:13][C:5]1[NH:1][C:2]2[CH:12]=[CH:11][CH:10]=[C:9]([C:7]([O:6][CH3:22])=[O:8])[C:3]=2[CH:4]=1)[C:16]1[CH:21]=[CH:20][CH:19]=[CH:18][CH:17]=1 |f:1.2|. Procedure details: A mixture of 5-amino-3-benzyloxymethylisocoumarin (800 mg) and sodium methylate in methanol (768 mg) was stirred at ambient temperature for 20 minutes. After removal of solvents, water (40 ml) was added to the residue and the whole was extacted with chloroform. The extract was washed with water, dried over magnesium sulfate, and evaporated to dryness to leave a crude product, which was purified by silica gel column chromatography with n-hexane:ethyl acetate (6:1) as an eluent to afford methyl 2-... Starting materials: 1-[N-methyl-N-[(phenylmethoxy)carbonyl]-L-alanyl]-L-proline,1,1-dimethylethyl esters, CN([C@@H](C)C(=O)O)C(=O)OCC1=CC=CC=C1 (N-methyl-N-[(phenylmethoxy)carbonyl]-L-alanine), N1[C@H](C(=O)OC(C)(C)C)CCC1 (L-proline, 1,1-dimethylethyl ester), O.OC1=CC=CC=2NN=NC21 (hydroxybenzotriazole hydrate), C1(CCCCC1)N=C=NC1CCCCC1 (dicyclohexylcarbodiimide). The solvent is O1CCCC1 (tetrahydrofuran). Reaction conditions: time 8 hour. Yields the product CN([C@@H](C)C(=O)N1[C@H](C(=O)OC(C)(C)C)CCC1)C(=O)OCC1=CC=CC=C1 (1-[N-Methyl-N-[(phenylmethoxy)carbonyl]-L-alanyl]-L-proline, 1,1-dimethylethyl ester). Reaction SMILES: [CH3:1][N:2]([C:8]([O:10][CH2:11][C:12]1[CH:17]=[CH:16][CH:15]=[CH:14][CH:13]=1)=[O:9])[C@H:3]([C:5]([OH:7])=O)[CH3:4].[NH:18]1[CH2:29][CH2:28][CH2:27][C@H:19]1[C:20]([O:22][C:23]([CH3:26])([CH3:25])[CH3:24])=[O:21].O.OC1C2N=NNC=2C=CC=1.C1(N=C=NC2CCCCC2)CCCCC1>O1CCCC1>[CH3:1][N:2]([C:8]([O:10][CH2:11][C:12]1[CH:17]=[CH:16][CH:15]=[CH:14][CH:13]=1)=[O:9])[C@H:3]([C:5]([N:18]1[CH2:29][CH2:28][CH2:27][C@H:19]1[C:20]([O:22][C:23]([CH3:25])([CH3:26])[CH3:24])=[O:21])=[O:7])[CH3:4] |f:2.3|. Reported procedure: To a solution of N-methyl-N-[(phenylmethoxy)carbonyl]-L-alanine (4.74 g., 20 mmole) in distilled tetrahydrofuran (50 ml.) is added L-proline, 1,1-dimethylethyl ester (3.42 g., 20 mmole), hydroxybenzotriazole hydrate (3.06 g., 20 mmole) and dicyclohexylcarbodiimide (4.12 g., 20 mmole). The reaction mixture is stirred overnight, the precipitated dicyclohexylurea is filtered off, and the filtrate is concentrated. The residue is dissolved in ethyl acetate (50 ml.) and washed with saturated sodium bi... Product: CC(=O)Nc1nc(C)c(-c2ccc(C=O)o2)s1. The reactants are CC(=O)Nc1nc(C)c(Br)s1, O=C([O-])O, CN1CCCC1=O, O=Cc1ccc(B(O)O)o1, [Na+], O, Cl[Pd]Cl. RXN SMILES: [Br:1][c:2]1[c:3]([CH3:11])[n:4][c:5]([NH:7][C:8]([CH3:9])=[O:10])[s:6]1.[C:22](=[O:23])([OH:24])[O-:25].[CH3:28][N:29]1[CH2:30][CH2:31][CH2:32][C:33]1=[O:34].[CH:12](=[O:13])[c:14]1[cH:15][cH:16][c:17]([B:19]([OH:20])[OH:21])[o:18]1.[Na+:26].[OH2:27].[Pd:35]([Cl:36])[Cl:37]>>[c:2]1(-[c:17]2[cH:16][cH:15][c:14]([CH:12]=[O:13])[o:18]2)[c:3]([CH3:11])[n:4][c:5]([NH:7][C:8]([CH3:9])=[O:10])[s:6]1. Starting materials: N1CCC(CC1)NC(=O)C1=CNC2=C1N=CN=C2C2=C(C=CC=1OCOC12)OCCC (4-(5-propoxy-benzo[1,3]dioxol-4-yl)-5H-pyrrolo[3,2-d]pyrimidine-7-carboxylic acid piperidin-4-ylamide), ClC(=O)[C@H](C)OC(C)=O (acetic acid (S)-1-chlorocarbonyl-ethyl ester). The product is O[C@H](C(=O)N1CCC(CC1)NC(=O)C1=CNC2=C1N=CN=C2C2=C(C=CC=1OCOC12)OCCC)C (4-(5-Propoxy-benzo[1,3]dioxol-4-yl)-5H-pyrrolo[3,2-d]pyrimidine-7-carboxylic acid [1-((S)-2-hydroxy-propionyl)piperidin-4-yl]-amide). RXN SMILES: [NH:1]1[CH2:6][CH2:5][CH:4]([NH:7][C:8]([C:10]2[C:14]3[N:15]=[CH:16][N:17]=[C:18]([C:19]4[C:27]5[O:26][CH2:25][O:24][C:23]=5[CH:22]=[CH:21][C:20]=4[O:28][CH2:29][CH2:30][CH3:31])[C:13]=3[NH:12][CH:11]=2)=[O:9])[CH2:3][CH2:2]1.Cl[C:33]([C@@H:35]([O:37]C(=O)C)[CH3:36])=[O:34]>>[OH:37][C@@H:35]([CH3:36])[C:33]([N:1]1[CH2:6][CH2:5][CH:4]([NH:7][C:8]([C:10]2[C:14]3[N:15]=[CH:16][N:17]=[C:18]([C:19]4[C:27]5[O:26][CH2:25][O:24][C:23]=5[CH:22]=[CH:21][C:20]=4[O:28][CH2:29][CH2:30][CH3:31])[C:13]=3[NH:12][CH:11]=2)=[O:9])[CH2:3][CH2:2]1)=[O:34]. Procedure: Starting from 4-(5-propoxy-benzo[1,3]dioxol-4-yl)-5H-pyrrolo[3,2-d]pyrimidine-7-carboxylic acid piperidin-4-ylamide (example A177) and acetic acid (S)-1-chlorocarbonyl-ethyl ester the title compound was obtained as colorless solid. RXN SMILES: [C:1]([CH3:2])([CH3:3])([CH3:4])[O:5][C:6](=[O:7])[CH:8]1[CH2:9][N:10]([CH2:12][c:13]2[cH:14][cH:15][c:16](-[c:19]3[n:20][o:21][c:22](-[c:24]4[c:25]([C:35](=[O:36])[O:37][CH3:38])[c:26](-[c:29]5[cH:30][cH:31][cH:32][cH:33][cH:34]5)[n:27][o:28]4)[n:23]3)[cH:17][cH:18]2)[CH2:11]1.[F:39][C:40]([C:41](=[O:42])[OH:43])([F:44])[F:45]>>[F:39][C:40]([C:41](=[O:42])[OH:43])([F:44])[F:45].[O:5]=[C:6]([OH:7])[CH:8]1[CH2:9][N:10]([CH2:12][c:13]2[cH:14][cH:15][c:16](-[c:19]3[n:20][o:21][c:22](-[c:24]4[c:25]([C:35](=[O:36])[O:37][CH3:38])[c:26](-[c:29]5[cH:30][cH:31][cH:32][cH:33][cH:34]5)[n:27][o:28]4)[n:23]3)[cH:17][cH:18]2)[CH2:11]1. The reactants are COC(=O)c1c(-c2ccccc2)noc1-c1nc(-c2ccc(CN3CC(C(=O)OC(C)(C)C)C3)cc2)no1, O=C(O)C(F)(F)F. The product is O=C(O)C(F)(F)F, COC(=O)c1c(-c2ccccc2)noc1-c1nc(-c2ccc(CN3CC(C(=O)O)C3)cc2)no1.